This data is from the Open Reaction Database (ORD), a public repository of structured organic reaction records. The task is: describe an organic reaction: reactants, conditions, products, and yield Reactants: Br (hydrobromic acid), Br (hydrobromic acid), Cl.C(C1=CC=CC=C1)NC1CC2=CC(=CC=C2CC1)OC (2-benzylamino-7-methoxytetraline hydrochloride), ( a ). Solvent: C(C)(=O)O (acetic acid). Yields the product Br.C(C1=CC=CC=C1)NC1CC2=CC(=CC=C2CC1)O (2-benzylamino-7-hydroxytetraline hydrobromide). RXN SMILES: Cl.[CH2:2]([NH:9][CH:10]1[CH2:19][CH2:18][C:17]2[C:12](=[CH:13][C:14]([O:20]C)=[CH:15][CH:16]=2)[CH2:11]1)[C:3]1[CH:8]=[CH:7][CH:6]=[CH:5][CH:4]=1.[BrH:22]>C(O)(=O)C>[BrH:22].[CH2:2]([NH:9][CH:10]1[CH2:19][CH2:18][C:17]2[C:12](=[CH:13][C:14]([OH:20])=[CH:15][CH:16]=2)[CH2:11]1)[C:3]1[CH:4]=[CH:5][CH:6]=[CH:7][CH:8]=1 |f:0.1,4.5|. Procedure details: A mixture of 25 g of 2-benzylamino-7-methoxytetraline hydrochloride, PREPARATION I (a), in 215 ml of a 33% hydrobromic acid solution in acetic acid and in the presence of 36 ml of 48% hydrobromic acid, is heated at reflux for 2 hours under stirring. After concentration under reduced pressure, the residue is taken up three times with 100 ml of absolute ethanol and dried every time. The product thus obtained is triturated with 150 ml of acetone, the mixture is filtered to give 25.3 g of 2-benzylam...